Dataset: the Open Reaction Database (ORD), a public repository of structured organic reaction records. Task: describe an organic reaction: reactants, conditions, products, and yield The solvent is O (water), O1CCCC1 (tetrahydrofuran). Procedure: 1.86 g of 3-aminophenyl-boric acid hemisulphate are suspended are suspended in 20 ml of water and treated with 5 ml of a 2N sodium hydroxide solution. The clear, yellowish solution is treated dropwise while cooling with ice with a solution of monoethyl malonyl chloride in 7 ml of tetrahydrofuran. The mixture is stirred at room temperature for a further 15 min. and the precipitate is filtered off under suction. It is recrystallized in 50 ml of water. 1.12 g (45%) of 3-(2-ethoxycarbonylacetylamino... Starting materials: S(=O)(=O)(O)O.NC=1C=C(C=CC1)OB(O)O.NC=1C=C(C=CC1)OB(O)O (3-aminophenyl-boric acid hemisulphate), [OH-].[Na+] (sodium hydroxide), C(C)C(C(=O)Cl)C(=O)Cl (monoethyl malonyl chloride). The yield is 45.0%. As a reaction SMILES: S(O)(O)(=O)=O.[NH2:6][C:7]1[CH:8]=[C:9]([O:13][B:14]([OH:16])[OH:15])[CH:10]=[CH:11][CH:12]=1.NC1[CH:19]=[C:20]([O:24]B(O)O)C=CC=1.[OH-].[Na+].C([CH:32]([C:36](Cl)=[O:37])[C:33](Cl)=[O:34])C>O.O1CCCC1>[CH2:20]([O:24][C:36]([CH2:32][C:33]([NH:6][C:7]1[CH:8]=[C:9]([O:13][B:14]([OH:16])[OH:15])[CH:10]=[CH:11][CH:12]=1)=[O:34])=[O:37])[CH3:19] |f:0.1.2,3.4|. Product: C(C)OC(=O)CC(=O)NC=1C=C(C=CC1)OB(O)O (3-(2-ethoxycarbonylacetylamino)-phenylboric acid). Run at time 15 minute.